Dataset: the Open Reaction Database (ORD), a public repository of structured organic reaction records. Task: describe an organic reaction: reactants, conditions, products, and yield Starting materials: O1C=C(C=C1)CN1CCC(=CC2=C1C=CC(=C2)C2=CC=C(C=C2)OCCOCCC)C(=O)OC (methyl 1-(3-furylmethyl)-7-(4-propoxyethoxyphenyl)-2,3-dihydro-1-benzazepine-4-carboxylate), Cl (hydrochloric acid), [OH-].[Na+] (sodium hydroxide), O (water). The solvent is O1CCCC1 (tetrahydrofuran), CO (methanol). Run at time 5 day. Product: O1C=C(C=C1)CN1CCC(=CC2=C1C=CC(=C2)C2=CC=C(C=C2)OCCOCCC)C(=O)O (1-(3-furylmethyl)-7-(4-propoxyethoxyphenyl)-2,3-dihydro-1-benzazepine-4-carboxylic acid). Isolated yield 87.5%. RXN SMILES: [O:1]1[CH:5]=[CH:4][C:3]([CH2:6][N:7]2[C:13]3[CH:14]=[CH:15][C:16]([C:18]4[CH:23]=[CH:22][C:21]([O:24][CH2:25][CH2:26][O:27][CH2:28][CH2:29][CH3:30])=[CH:20][CH:19]=4)=[CH:17][C:12]=3[CH:11]=[C:10]([C:31]([O:33]C)=[O:32])[CH2:9][CH2:8]2)=[CH:2]1.[OH-].[Na+].O.Cl>O1CCCC1.CO>[O:1]1[CH:5]=[CH:4][C:3]([CH2:6][N:7]2[C:13]3[CH:14]=[CH:15][C:16]([C:18]4[CH:23]=[CH:22][C:21]([O:24][CH2:25][CH2:26][O:27][CH2:28][CH2:29][CH3:30])=[CH:20][CH:19]=4)=[CH:17][C:12]=3[CH:11]=[C:10]([C:31]([OH:33])=[O:32])[CH2:9][CH2:8]2)=[CH:2]1 |f:1.2|. Reported procedure: To a solution of methyl 1-(3-furylmethyl)-7-(4-propoxyethoxyphenyl)-2,3-dihydro-1-benzazepine-4-carboxylate (362 mg) in a mixture of tetrahydrofuran (24 ml) and methanol (24 ml) was added 1N sodium hydroxide solution (8 ml), and the mixture was stirred at room temperature for 5 days. Then, to the mixture was added water at −0° C., and 1N hydrochloric acid was further added to make acidic (pH=4), and the mixture was extracted with ethyl acetate. The organic layer was washed with water and saturat...